This data is from the Open Reaction Database (ORD), a public repository of structured organic reaction records. The task is: describe an organic reaction: reactants, conditions, products, and yield Starting materials: C1(=CC=CC=C1)C=1OC2=C(C1)C=CC=C2 (2-phenylbenzofuran), Cl.C(C)N(CCOC1=C(C(=O)Cl)C=CC=C1)CC (2-(2-diethylaminoethoxy)benzoyl chloride hydrochloride). Yields the product C(C)N(CCOC1=C(C(=O)C2=C(OC3=C2C=CC=C3)C3=CC=CC=C3)C=CC=C1)CC (3-[2-(2-Diethylaminoethoxy)benzoyl]-2-phenylbenzofuran). Reaction SMILES: [C:1]1([C:7]2[O:8][C:9]3[CH:15]=[CH:14][CH:13]=[CH:12][C:10]=3[CH:11]=2)[CH:6]=[CH:5][CH:4]=[CH:3][CH:2]=1.Cl.[CH2:17]([N:19]([CH2:32][CH3:33])[CH2:20][CH2:21][O:22][C:23]1[CH:31]=[CH:30][CH:29]=[CH:28][C:24]=1[C:25](Cl)=[O:26])[CH3:18]>>[CH2:32]([N:19]([CH2:17][CH3:18])[CH2:20][CH2:21][O:22][C:23]1[CH:31]=[CH:30][CH:29]=[CH:28][C:24]=1[C:25]([C:11]1[C:10]2[CH:12]=[CH:13][CH:14]=[CH:15][C:9]=2[O:8][C:7]=1[C:1]1[CH:6]=[CH:5][CH:4]=[CH:3][CH:2]=1)=[O:26])[CH3:33] |f:1.2|. Procedure details: Acylation of 2-phenylbenzofuran with 2-(2-diethylaminoethoxy)benzoyl chloride hydrochloride by the procedure described in Example 6 gives the title compound.